From a dataset of the Open Reaction Database (ORD), a public repository of structured organic reaction records. describe an organic reaction: reactants, conditions, products, and yield The reactants are OCC(O)CO (glycerin), [Cl-].N (ammonia chloride), CC(C(C)=O)CC=C (3-Methyl-5-hexen-2-one), BrCC(=O)OC (methyl bromoacetate). The solvent is O1CCCC1 (tetrahydrofuran), O1CCCC1 (tetrahydrofuran). Yields the product CC(CC(=O)OC)(C(CC=C)C)O (Methyl 3,4-dimethyl-3-hydroxy-6-heptenoate). RXN SMILES: [CH3:1][CH:2]([CH2:6][CH:7]=[CH2:8])[C:3](=[O:5])[CH3:4].Br[CH2:10][C:11]([O:13][CH3:14])=[O:12].OCC(CO)O.[Cl-].N>O1CCCC1>[CH3:4][C:3]([OH:5])([CH:2]([CH3:1])[CH2:6][CH:7]=[CH2:8])[CH2:10][C:11]([O:13][CH3:14])=[O:12] |f:3.4|. Reported procedure: 3-Methyl-5-hexen-2-one (J. Chem. Soc., Chem. Comm. 19, 1991, 1399) (17 g, 106 mmol) and methyl bromoacetate (24.4 g, 159 mmol) were dissolved in tetrahydrofuran (100 mL), and the solution was added dropwise to a tetrahydrofuran (50 mL) (zinc (10.4 g, 159 mmol) and trimethyl borate (30 mL)) solution under reflux. After reflux for 3 hours, the mixture was cooled to room temperature, and glycerin (30 mL) and a saturated aqueous solution of ammonia chloride (100 mL) were added thereto, followed by t... The reactants are C(C)(=O)OCC (ethyl acetate), C(OC(C)(C)C)(=O)OC(=O)[O-] (tert-butyl pyrocarbonate), CC=1C=C2C=3CCNC(C3NC2=CC1)C1(CCC1)C(=O)O (1-(6-Methyl-2,3,4,9-tetrahydro-1H-β-carbolin-1-yl)cyclobutanecarboxylic Acid), OS(=O)(=O)[O-].[K+] (KHSO4). The solvent is O (water), O1CCOCC1 (dioxane), [OH-].[Na+] (sodium hydroxide). The product is C(C)(C)(C)OC(=O)N1C(C=2NC3=CC=C(C=C3C2CC1)C)C1(CCC1)C(=O)O (1-[2-(Tert-butoxycarbonyl)-6-methyl-2,3,4,9-tetrahydro-1H-β-carbolin-1-yl]cyclobutanecarboxylic Acid). As a reaction SMILES: [C:1]([O:8]C([O-])=O)(=O)[O:2][C:3]([CH3:6])([CH3:5])[CH3:4].[CH3:12][C:13]1[CH:14]=[C:15]2[C:23](=[CH:24][CH:25]=1)[NH:22][C:21]1[CH:20]([C:26]3([C:30]([OH:32])=[O:31])[CH2:29][CH2:28][CH2:27]3)[NH:19][CH2:18][CH2:17][C:16]2=1.C(OCC)(=O)C.OS([O-])(=O)=O.[K+]>O1CCOCC1.[OH-].[Na+].O>[C:3]([O:2][C:1]([N:19]1[CH2:18][CH2:17][C:16]2[C:15]3[C:23](=[CH:24][CH:25]=[C:13]([CH3:12])[CH:14]=3)[NH:22][C:21]=2[CH:20]1[C:26]1([C:30]([OH:32])=[O:31])[CH2:29][CH2:28][CH2:27]1)=[O:8])([CH3:4])([CH3:5])[CH3:6] |f:3.4,6.7|. Procedure: 5.52 g of tert-butyl pyrocarbonate are added to a solution of 6.5 g of the compound obtained in Example 37 in 50 ml of dioxane and 25 ml of 1M sodium hydroxide solution. After reaction for 20 hours at ambient temperature, 50 ml of ethyl acetate and 100 ml of water are added, and then the reaction mixture is acidified to pH 2.3 using a solution of KHSO4. The precipitate formed is filtered off, washed with water and dried, enabling the expected product to be isolated. The reactants are C(#N)CC(=O)OC1CCC(CC1)C(C)(C)C (4-tertiary-butylcyclohexyl cyanoacetate), N1CCCCC1 (piperidine), C(C)(=O)O (acetic acid), C(C)(C)(C)C=1C=C(C=O)C=C(C1O)C(C)(C)C (3,5-di-tertiary-butyl-4-hydroxybenzaldehyde). Solvent: C1(=CC=CC=C1)C (toluene). Yields the product C(C)(C)(C)C=1C=C(C=C(C(=O)OC2CCC(CC2)C(C)(C)C)C#N)C=C(C1O)C(C)(C)C (4-Tertiary-butylcyclohexyl 3,5-di-tertiary-butyl-4-hydroxybenzylidenecyanoacetate). As a reaction SMILES: [C:1]([C:5]1[CH:6]=[C:7]([CH:10]=[C:11]([C:14]([CH3:17])([CH3:16])[CH3:15])[C:12]=1[OH:13])[CH:8]=O)([CH3:4])([CH3:3])[CH3:2].[C:18]([CH2:20][C:21]([O:23][CH:24]1[CH2:29][CH2:28][CH:27]([C:30]([CH3:33])([CH3:32])[CH3:31])[CH2:26][CH2:25]1)=[O:22])#[N:19].N1CCCCC1.C(O)(=O)C>C1(C)C=CC=CC=1>[C:14]([C:11]1[CH:10]=[C:7]([CH:6]=[C:5]([C:1]([CH3:4])([CH3:3])[CH3:2])[C:12]=1[OH:13])[CH:8]=[C:20]([C:18]#[N:19])[C:21]([O:23][CH:24]1[CH2:29][CH2:28][CH:27]([C:30]([CH3:31])([CH3:32])[CH3:33])[CH2:26][CH2:25]1)=[O:22])([CH3:17])([CH3:15])[CH3:16]. Reported procedure: 5.4 g of 3,5-di-tertiary-butyl-4-hydroxybenzaldehyde were dissolved in 50 ml of toluene. 5.9 g of 4-tertiary-butylcyclohexyl cyanoacetate, 0.1 g of piperidine and 0.25 g of acetic acid were added. 0.4 g of water was removed azeotropically under reflux. The mixture was washed, dried and concentrated.